This data is from the Open Reaction Database (ORD), a public repository of structured organic reaction records. The task is: describe an organic reaction: reactants, conditions, products, and yield Reactants: NC1=NC=CC=C1CC (2-amino-3-ethylpyridine), C(C)OC=C(C(=O)OCC)C#N (ethyl ethoxymethylenecyanoacetate). Solvent: C1(=CC=CC=C1)C (toluene), CCCCCC (Skellysolve B). The product is C(#N)C(C(=O)OCC)=CNC1=NC=CC=C1CC (Ethyl 2-Cyano-3-(3-ethyl-2-pyridylamino)acrylate). RXN SMILES: [NH2:1][C:2]1[C:7]([CH2:8][CH3:9])=[CH:6][CH:5]=[CH:4][N:3]=1.C(O[CH:13]=[C:14]([C:20]#[N:21])[C:15]([O:17][CH2:18][CH3:19])=[O:16])C>C1(C)C=CC=CC=1.CCCCCC>[C:20]([C:14](=[CH:13][NH:1][C:2]1[C:7]([CH2:8][CH3:9])=[CH:6][CH:5]=[CH:4][N:3]=1)[C:15]([O:17][CH2:18][CH3:19])=[O:16])#[N:21]. Procedure: A solution of 2-amino-3-ethylpyridine (13.0 g., 0.1063 mole) and ethyl ethoxymethylenecyanoacetate (18.0 g., 0.1063 mole) in toluene (50 ml.) was heated on a steam bath for 20 minutes. The solution was cooled and the resulting mixture diluted with Skellysolve B. The title compound (19.0 g.), m.p. 122°-125° C., was collected by filtration. From the mother liquors, after recrystallization from cyclohexane, was obtained a further crop (7.0 g.) of product, m.p. 122°-125° C. Total yield of title comp... Starting materials: C(C)(C)(C)OC(=O)N1C(=CC=C1)C1=CC=C2C=C(N=NC2=C1)CCN1[C@@H](CCC1)C (2-{3-[2-((2R)-2-Methyl-pyrrolidin-1-yl)-ethyl]-cinnolin-7-yl}-pyrrole-1-carboxylic acid tert-butyl ester), C[O-].[Na+] (NaOMe). The solvent is O1CCCC1 (tetrahydrofuran). Run at time 3 hour. Yields the product C[C@H]1N(CCC1)CCC=1N=NC2=CC(=CC=C2C1)C=1NC=CC1 (3-[2-((2R)-2-Methyl-pyrrolidin-1-yl)-ethyl]-7-(1H-pyrrol-2-yl)-cinnoline). The yield is 76.0%. As a reaction SMILES: C(OC([N:8]1[CH:12]=[CH:11][CH:10]=[C:9]1[C:13]1[CH:22]=[C:21]2[C:16]([CH:17]=[C:18]([CH2:23][CH2:24][N:25]3[CH2:29][CH2:28][CH2:27][C@H:26]3[CH3:30])[N:19]=[N:20]2)=[CH:15][CH:14]=1)=O)(C)(C)C.C[O-].[Na+]>O1CCCC1>[CH3:30][C@@H:26]1[CH2:27][CH2:28][CH2:29][N:25]1[CH2:24][CH2:23][C:18]1[N:19]=[N:20][C:21]2[C:16]([CH:17]=1)=[CH:15][CH:14]=[C:13]([C:9]1[NH:8][CH:12]=[CH:11][CH:10]=1)[CH:22]=2 |f:1.2|. Procedure: To a solution of the product from Example 187 (0.007 g, 0.017 mmol) in tetrahydrofuran (2 mL), was added NaOMe (0.03 mL, 25% in methanol) and stirred at r.t. for 3 hours. The reaction mixture was then concentrated under reduced pressure, re-dissolved in water (2 mL), extracted with ethyl acetate (2 mL), dried with Na2SO4, and concentrated to afford the product in 76% yield as a yellowish solid. 1H NMR (CD3OD, 300 MHz) δ 8.31 (m, 1H), 8.02 (dd, J=3, 9 Hz, 1H), 7.90 (s, 1H), 7.79 (d, J=9 Hz, 1H), ... Starting materials: BrC1=C(C=C(C=C1)C=1N=C(N2C1C(=NC=C2)N)C2CCC2)F (1-(4-bromo-3-fluoro-phenyl)-3-cyclobutyl-imidazo[1,5-a]pyrazin-8-ylamine), CC1=C(C=CC=C1)O (2-methyl-phenol). The product is C1(CCC1)C1=NC(=C2N1C=CN=C2N)C2=CC(=C(C=C2)OC2=C(C=CC=C2)C)F (3-Cyclobutyl-1-(3-fluoro-4-o-tolyloxy-phenyl)-imidazo[1,5-a]pyrazin-8-ylamine). RXN SMILES: Br[C:2]1[CH:7]=[CH:6][C:5]([C:8]2[N:9]=[C:10]([CH:18]3[CH2:21][CH2:20][CH2:19]3)[N:11]3[CH:16]=[CH:15][N:14]=[C:13]([NH2:17])[C:12]=23)=[CH:4][C:3]=1[F:22].[CH3:23][C:24]1[CH:29]=[CH:28][CH:27]=[CH:26][C:25]=1[OH:30]>>[CH:18]1([C:10]2[N:11]3[CH:16]=[CH:15][N:14]=[C:13]([NH2:17])[C:12]3=[C:8]([C:5]3[CH:6]=[CH:7][C:2]([O:30][C:25]4[CH:26]=[CH:27][CH:28]=[CH:29][C:24]=4[CH3:23])=[C:3]([F:22])[CH:4]=3)[N:9]=2)[CH2:21][CH2:20][CH2:19]1. Procedure: Prepared according to a procedure analogous to that described for synthesis of Example 171, except using 1-(4-bromo-3-fluoro-phenyl)-3-cyclobutyl-imidazo[1,5-a]pyrazin-8-ylamine and 2-methyl-phenol. Reactants: C=CCCC(=O)N1C(=O)OCC1Cc1ccccc1, Cc1cc(OCc2ccccc2)cc(C)c1CBr, C1CCOC1, C[Si](C)(C)[N-][Si](C)(C)C, [Li+]. Yields the product C=CCC(Cc1c(C)cc(OCc2ccccc2)cc1C)C(=O)N1C(=O)OCC1Cc1ccccc1. As a reaction SMILES: [CH2:1]([c:2]1[cH:3][cH:4][cH:5][cH:6][cH:7]1)[CH:8]1[N:9]([C:14]([CH2:15][CH2:16][CH:17]=[CH2:18])=[O:19])[C:10](=[O:13])[O:11][CH2:12]1.[CH2:30]([c:31]1[cH:32][cH:33][cH:34][cH:35][cH:36]1)[O:37][c:38]1[cH:39][c:40]([CH3:47])[c:41]([CH2:45][Br:46])[c:42]([CH3:44])[cH:43]1.[CH2:48]1[O:49][CH2:50][CH2:51][CH2:52]1.[CH3:21][Si:22]([N-:23][Si:24]([CH3:25])([CH3:26])[CH3:27])([CH3:28])[CH3:29].[Li+:20]>>[CH2:1]([c:2]1[cH:3][cH:4][cH:5][cH:6][cH:7]1)[CH:8]1[N:9]([C:14]([CH:15]([CH2:16][CH:17]=[CH2:18])[CH2:45][c:41]2[c:40]([CH3:47])[cH:39][c:38]([O:37][CH2:30][c:31]3[cH:32][cH:33][cH:34][cH:35][cH:36]3)[cH:43][c:42]2[CH3:44])=[O:19])[C:10](=[O:13])[O:11][CH2:12]1. The reactants are [Al+3], Cc1ccccc1, [Cl-], [Cl-], [Cl-], COc1ccc(C=O)c(F)c1, [I-], [K+], O. Product: O=Cc1ccc(O)cc1F. Reaction SMILES: [Al+3:17].[CH3:18][c:19]1[cH:20][cH:21][cH:22][cH:23][cH:24]1.[Cl-:14].[Cl-:15].[Cl-:16].[F:1][c:2]1[c:3]([CH:4]=[O:5])[cH:6][cH:7][c:8]([O:10][CH3:11])[cH:9]1.[I-:13].[K+:12].[OH2:25]>>[F:1][c:2]1[c:3]([CH:4]=[O:5])[cH:6][cH:7][c:8]([OH:10])[cH:9]1. The reactants are O=C([O-])O, OCCCCCO, Cc1ccccc1, [Na+], CC(C)OC(=O)N=NC(=O)OC(C)C, c1ccc(P(c2ccccc2)c2ccccc2)cc1, CC(C)CN(C(=O)c1nc2ccccc2[nH]1)C1CC(C(=O)N2CCOCC2)CN(C(=O)OC(C)(C)C)C1. The product is CC(C)CN(C(=O)c1nc2ccccc2n1CCCCCO)C1CC(C(=O)N2CCOCC2)CN(C(=O)OC(C)(C)C)C1. As a reaction SMILES: [C:85](=[O:86])([OH:87])[O-:88].[CH2:38]([CH2:39][CH2:40][CH2:41][CH2:42][OH:43])[OH:44].[CH3:78][c:79]1[cH:80][cH:81][cH:82][cH:83][cH:84]1.[Na+:89].[O:64]=[C:65]([O:66][CH:67]([CH3:68])[CH3:69])[N:70]=[N:71][C:72]([O:73][CH:74]([CH3:75])[CH3:76])=[O:77].[c:45]1([P:46]([c:47]2[cH:48][cH:49][cH:50][cH:51][cH:52]2)[c:53]2[cH:54][cH:55][cH:56][cH:57][cH:58]2)[cH:59][cH:60][cH:61][cH:62][cH:63]1.[nH:1]1[c:2]([C:10](=[O:11])[N:12]([CH:13]2[CH2:14][N:15]([C:27](=[O:28])[O:29][C:30]([CH3:31])([CH3:32])[CH3:33])[CH2:16][CH:17]([C:19](=[O:20])[N:21]3[CH2:22][CH2:23][O:24][CH2:25][CH2:26]3)[CH2:18]2)[CH2:34][CH:35]([CH3:36])[CH3:37])[n:3][c:4]2[c:5]1[cH:6][cH:7][cH:8][cH:9]2>>[n:1]1([CH2:38][CH2:39][CH2:40][CH2:41][CH2:42][OH:43])[c:2]([C:10](=[O:11])[N:12]([CH:13]2[CH2:14][N:15]([C:27](=[O:28])[O:29][C:30]([CH3:31])([CH3:32])[CH3:33])[CH2:16][CH:17]([C:19](=[O:20])[N:21]3[CH2:22][CH2:23][O:24][CH2:25][CH2:26]3)[CH2:18]2)[CH2:34][CH:35]([CH3:36])[CH3:37])[n:3][c:4]2[c:5]1[cH:6][cH:7][cH:8][cH:9]2. Reactants: C1(CC1)C=1C=C(C=CC1)[C@H](C)NC(=O)C=1C=C2C(=C(N(C2=CC1)CC1=CC=C(OCC(=O)OC)C=C1)C)C ((S)-methyl 2-(4-((5-((1-(3-cyclopropylphenyl)ethyl)carbamoyl)-2,3-dimethyl-1H-indol-1-yl)methyl)phenoxy)acetate), [OH-].[Na+] (NaOH). Solvent: CO (methanol). Conditions: temperature 50 celsius. Yields the product C1(CC1)C=1C=C(C=CC1)[C@H](C)NC(=O)C=1C=C2C(=C(N(C2=CC1)CC1=CC=C(OCC(=O)O)C=C1)C)C ((S)-2-(4-((5-((1-(3-Cyclopropylphenyl)ethyl)carbamoyl)-2,3-dimethyl-1H-indol-1-yl)methyl)phenoxy)acetic acid). RXN SMILES: [CH:1]1([C:4]2[CH:5]=[C:6]([C@@H:10]([NH:12][C:13]([C:15]3[CH:16]=[C:17]4[C:21](=[CH:22][CH:23]=3)[N:20]([CH2:24][C:25]3[CH:36]=[CH:35][C:28]([O:29][CH2:30][C:31]([O:33]C)=[O:32])=[CH:27][CH:26]=3)[C:19]([CH3:37])=[C:18]4[CH3:38])=[O:14])[CH3:11])[CH:7]=[CH:8][CH:9]=2)[CH2:3][CH2:2]1.[OH-].[Na+]>CO>[CH:1]1([C:4]2[CH:5]=[C:6]([C@@H:10]([NH:12][C:13]([C:15]3[CH:16]=[C:17]4[C:21](=[CH:22][CH:23]=3)[N:20]([CH2:24][C:25]3[CH:36]=[CH:35][C:28]([O:29][CH2:30][C:31]([OH:33])=[O:32])=[CH:27][CH:26]=3)[C:19]([CH3:37])=[C:18]4[CH3:38])=[O:14])[CH3:11])[CH:7]=[CH:8][CH:9]=2)[CH2:2][CH2:3]1 |f:1.2|. Procedure details: To a solution of the (S)-methyl 2-(4-((5-((1-(3-cyclopropylphenyl)ethyl)carbamoyl)-2,3-dimethyl-1H-indol-1-yl)methyl)phenoxy)acetate in methanol (1 mL) was added a 5N NaOH solution (1 mL). The resulting solution was heated at 50° C. for 4 h, and then quenched carefully by addition of a 6N HCl solution (1 mL). The mixture was diluted with ethyl acetate, washed with a 0.5 N HCl solution and brine, dried on MgSO4, and concentrated. The resulting oil was purified by preparative HPLC to afford a whit...